describe an organic reaction: reactants, conditions, products, and yield From a dataset of the Open Reaction Database (ORD), a public repository of structured organic reaction records. Reactants: N#CCBr, C1CCOC1, COc1ccc2c(-c3ccnc(NC4CC(C)(C)NC(C)(C)C4)n3)c[nH]c2c1, [H-], [Na+], CN(C)C=O. Product: COc1ccc2c(-c3ccnc(NC4CC(C)(C)NC(C)(C)C4)n3)cn(CC#N)c2c1. Reaction SMILES: [Br:36][CH2:37][C:38]#[N:39].[CH2:40]1[O:41][CH2:42][CH2:43][CH2:44]1.[CH3:1][O:2][c:3]1[cH:4][cH:5][c:6]2[c:7](-[c:12]3[n:13][c:14]([NH:18][CH:19]4[CH2:20][C:21]([CH3:27])([CH3:28])[NH:22][C:23]([CH3:25])([CH3:26])[CH2:24]4)[n:15][cH:16][cH:17]3)[cH:8][nH:9][c:10]2[cH:11]1.[H-:29].[Na+:30].[O:31]=[CH:32][N:33]([CH3:34])[CH3:35]>>[CH3:1][O:2][c:3]1[cH:4][cH:5][c:6]2[c:7](-[c:12]3[n:13][c:14]([NH:18][CH:19]4[CH2:20][C:21]([CH3:27])([CH3:28])[NH:22][C:23]([CH3:25])([CH3:26])[CH2:24]4)[n:15][cH:16][cH:17]3)[cH:8][n:9]([CH2:37][C:38]#[N:39])[c:10]2[cH:11]1. The reactants are C1COCCO1, Cc1ccccc1, O=C(Cl)Cl, Nc1c(I)c(C(=O)N2CCOCC2)c(I)c(C(=O)N2CCOCC2)c1I. Yields the product O=C=Nc1c(I)c(C(=O)N2CCOCC2)c(I)c(C(=O)N2CCOCC2)c1I. Reaction SMILES: [CH2:38]1[O:39][CH2:40][CH2:41][O:42][CH2:43]1.[CH3:31][c:32]1[cH:33][cH:34][cH:35][cH:36][cH:37]1.[Cl:27][C:28]([Cl:29])=[O:30].[NH2:1][c:2]1[c:3]([I:26])[c:4]([C:18](=[O:19])[N:20]2[CH2:21][CH2:22][O:23][CH2:24][CH2:25]2)[c:5]([I:17])[c:6]([C:9](=[O:10])[N:11]2[CH2:12][CH2:13][O:14][CH2:15][CH2:16]2)[c:7]1[I:8]>>[N:1]([c:2]1[c:3]([I:26])[c:4]([C:18](=[O:19])[N:20]2[CH2:21][CH2:22][O:23][CH2:24][CH2:25]2)[c:5]([I:17])[c:6]([C:9](=[O:10])[N:11]2[CH2:12][CH2:13][O:14][CH2:15][CH2:16]2)[c:7]1[I:8])=[C:28]=[O:30]. Isolated yield 10.0%. The product is CN1C(=NC(=C1)C1=CC=C2C=NC(=NN21)NC2=CC=C(C=C2)N2CCOCC2)C ([7-(1,2-Dimethyl-1H-imidazol-4-yl)-pyrrolo[2,1-f][1,2,4]triazin-2-yl]-(4-morpholin-4-yl-phenyl)-amine), solid. Starting materials: BrC=1N=C(N(C1)C)C (4-bromo-1,2-dimethyl-1H-imidazole), N1(CCOCC1)C1=CC=C(C=C1)NC1=NN2C(C=N1)=CC=C2B2OC(C(O2)(C)C)(C)C ((4-morpholin-4-yl-phenyl)-[7-(4,4,5,5-tetramethyl-[1,3,2]dioxaborolan-2-yl)-pyrrolo[2,1-f][1,2,4]triazin-2-yl]-amine). RXN SMILES: Br[C:2]1[N:3]=[C:4]([CH3:8])[N:5]([CH3:7])[CH:6]=1.[N:9]1([C:15]2[CH:20]=[CH:19][C:18]([NH:21][C:22]3[N:27]=[CH:26][C:25]4=[CH:28][CH:29]=[C:30](B5OC(C)(C)C(C)(C)O5)[N:24]4[N:23]=3)=[CH:17][CH:16]=2)[CH2:14][CH2:13][O:12][CH2:11][CH2:10]1>>[CH3:7][N:5]1[CH:6]=[C:2]([C:30]2[N:24]3[C:25]([CH:26]=[N:27][C:22]([NH:21][C:18]4[CH:19]=[CH:20][C:15]([N:9]5[CH2:14][CH2:13][O:12][CH2:11][CH2:10]5)=[CH:16][CH:17]=4)=[N:23]3)=[CH:28][CH:29]=2)[N:3]=[C:4]1[CH3:8]. Procedure details: [7-(1,2-Dimethyl-1H-imidazol-4-yl)-pyrrolo[2,1-f][1,2,4]triazin-2-yl]-(4-morpholin-4-yl-phenyl)-amine was prepared from 4-bromo-1,2-dimethyl-1H-imidazole and (4-morpholin-4-yl-phenyl)-[7-(4,4,5,5-tetramethyl-[1,3,2]dioxaborolan-2-yl)-pyrrolo[2,1-f][1,2,4]triazin-2-yl]-amine in an analogous manner to Example 1042b. Product isolated as a yellow solid (11 mg, 10%). m.p.=decomposed at 250° C.; LCMS (m/e) 390 (M+H); 1H-NMR (CDCl3, 400 MHz) δ 8.62 (s, 1H), 7.85 (s, 1H), 7.55 (d, 2H, J=8.9 Hz), 7.27-7.... Starting materials: C(\C=C\C(=O)O)(=O)O (fumaric acid), C([O-])([O-])=O.[Ca+2] (calcium carbonate), C(\C=C\C(=O)O)(=O)O (fumaric acid), 50g, C([O-])([O-])=O.[Ca+2] (calcium carbonate), C(=O)([O-])[O-].[Ca+2] (CaCO3), C(\C=C\C(=O)O)(=O)O (fumaric acid), C(=O)([O-])[O-].[Ca+2] (CaCO3), C([O-])([O-])=O.[Ca+2] (calcium carbonate), C(\C=C\C(=O)O)(=O)O (fumaric acid). Solvent: O (water), O (water). Product: C(\C=C\C(=O)[O-])(=O)[O-].[Ca+2] (calcium fumarate). Reaction SMILES: [C:1]([OH:8])(=[O:7])/[CH:2]=[CH:3]/[C:4]([OH:6])=[O:5].C(=O)([O-])[O-].[Ca+2:13]>O>[C:1]([O-:8])(=[O:7])/[CH:2]=[CH:3]/[C:4]([O-:6])=[O:5].[Ca+2:13] |f:1.2,4.5|. Reported procedure: A calcium fumarate sample was prepared by combining 580 g (5 moles) of fumaric acid (Pfizer, fine granular, F.C.C.) with 1650 g (92 moles) of water and 500 g (5 moles) of calcium carbonate (Baker Reagent grade) at ambient temperature. Dry calcium carbonate was added to the fumaric acid suspension in ten equal portions of 50g, one portion every 5 min. while stirring the mixture continuously using a Lightning mixer at high speed. The mole ratio of fumaric acid to CaCO3 to water was 1:1:18.4. After... Starting materials: 17.0, NC1=NC(=CC(=N1)CCl)OC (2-amino-4-chloromethyl-6-methoxypyrimidine), [F-].[Cs+] (caesium fluoride). The solvent is CN(C=O)C (dimethylformamide). The product is NC1=NC(=CC(=N1)CF)OC (2-amino-4-fluoromethyl-6-methoxypyrimidine). As a reaction SMILES: [NH2:1][C:2]1[N:7]=[C:6]([CH2:8]Cl)[CH:5]=[C:4]([O:10][CH3:11])[N:3]=1.[F-:12].[Cs+]>CN(C)C=O>[NH2:1][C:2]1[N:7]=[C:6]([CH2:8][F:12])[CH:5]=[C:4]([O:10][CH3:11])[N:3]=1 |f:1.2|. Reported procedure: A mixture of 17.0 parts of 2-amino-4-chloromethyl-6-methoxypyrimidine, 59.5 parts of caesium fluoride and 130 parts of dry dimethylformamide was stirred under reflux for 2 hours. The mixture was cooled and evaporated in vacuo. The residue was taken up in ethyl acetate and the solution was washed four times with water. The organic phase was dried with anhydrous magnesium sulphate, stirred with decolourising charcoal, filtered and evaporated. The crude product was purified by chromatography on sil... RXN SMILES: [CH2:1]([CH3:2])[P:3]([O:4][CH3:5])(=[O:6])[c:7]1[c:8]([N+:25](=[O:26])[O-:27])[cH:9][cH:10][c:11]([O:13][c:14]2[c:15]([Cl:24])[cH:16][c:17]([C:20]([F:21])([F:22])[F:23])[cH:18][cH:19]2)[cH:12]1.[ClH:29].[OH2:28]>>[CH2:1]([CH3:2])[P:3](=[O:4])([OH:6])[c:7]1[c:8]([N+:25](=[O:26])[O-:27])[cH:9][cH:10][c:11]([O:13][c:14]2[c:15]([Cl:24])[cH:16][c:17]([C:20]([F:21])([F:22])[F:23])[cH:18][cH:19]2)[cH:12]1. Yields the product CCP(=O)(O)c1cc(Oc2ccc(C(F)(F)F)cc2Cl)ccc1[N+](=O)[O-]. Starting materials: CCP(=O)(OC)c1cc(Oc2ccc(C(F)(F)F)cc2Cl)ccc1[N+](=O)[O-], Cl, O. RXN SMILES: [CH3:1][O:2][C:3]1[CH:4]=[CH:5][C:6]2[CH:15]([C:16]([OH:18])=[O:17])[CH:14]3[N:9]([CH2:10][CH2:11][C:12]4[CH:22]=[CH:21][CH:20]=[CH:19][C:13]=43)[C:8](=[O:23])[C:7]=2[CH:24]=1.S(Cl)(Cl)=O.[CH3:29]O>>[CH3:1][O:2][C:3]1[CH:4]=[CH:5][C:6]2[C@@H:15]([C:16]([O:18][CH3:29])=[O:17])[C@@H:14]3[N:9]([CH2:10][CH2:11][C:12]4[CH:22]=[CH:21][CH:20]=[CH:19][C:13]=43)[C:8](=[O:23])[C:7]=2[CH:24]=1. Product: COC=1C=CC2=C(C(N3CCC4=C([C@@H]3[C@@H]2C(=O)OC)C=CC=C4)=O)C1 (Methyl trans-10-methoxy-8-oxo-5,8,13,13a-tetrahydro-6H-dibenzo[a,g]quinolizine-13-carboxylate). The reactants are COC=1C=CC2=C(C(N3CCC4=C(C3C2C(=O)O)C=CC=C4)=O)C1 (10-methoxy-8-oxo-5,8,13,13a-tetrahydro-6H-dibenzo[a,g]quinolizine-13-carboxylic acid), CO (methanol), S(=O)(Cl)Cl (thionyl chloride). Reported procedure: A suspension of 14 g (43.3 mmol ) of 10-methoxy-8-oxo-5,8,13,13a-tetrahydro-6H-dibenzo[a,g]quinolizine-13-carboxylic acid in 100 ml of methanol is prepared in a 500 ml three-necked round-bottomed flask, 3.2 ml (44.11 mmol) of thionyl chloride are added dropwise and the mixture is heated to reflux for 4 h. Reactants: O=C([O-])[O-], CCO, Clc1cccc(OCc2cn(C(c3ccccc3)(c3ccccc3)c3ccccc3)cn2)c1Cl, Cl, [Na+], [Na+]. Yields the product Clc1cccc(OCc2c[nH]cn2)c1Cl. Reaction SMILES: [C:39](=[O:40])([O-:41])[O-:42].[CH3:36][CH2:37][OH:38].[Cl:1][c:2]1[c:3]([O:4][CH2:5][c:6]2[n:7][cH:8][n:9]([C:11]([c:12]3[cH:13][cH:14][cH:15][cH:16][cH:17]3)([c:18]3[cH:19][cH:20][cH:21][cH:22][cH:23]3)[c:24]3[cH:25][cH:26][cH:27][cH:28][cH:29]3)[cH:10]2)[cH:30][cH:31][cH:32][c:33]1[Cl:34].[ClH:35].[Na+:43].[Na+:44]>>[Cl:1][c:2]1[c:3]([O:4][CH2:5][c:6]2[n:7][cH:8][nH:9][cH:10]2)[cH:30][cH:31][cH:32][c:33]1[Cl:34]. Starting materials: BrCCCC(C(=O)OC)(C1=CC(=C(C=C1)OC)OC)C#N (Methyl 5-bromo-2-cyano-2-(3,4-dimethoxyphenyl)pentanoate), CNCCC1=CC=C(C(=O)OC)C=C1 (Methyl 4-(2-(methylamino)ethyl)benzoate). Yields the product C(#N)C(CCCN(CCC1=CC=C(C(=O)OC)C=C1)C)(C(=O)OC)C1=CC(=C(C=C1)OC)OC (Methyl 4-(2-((4-cyano-4-(3,4-dimethoxyphenyl)-5-methoxy-5-oxopentyl)(methyl)amino)ethyl)benzoate). As a reaction SMILES: Br[CH2:2][CH2:3][CH2:4][C:5]([C:20]#[N:21])([C:10]1[CH:15]=[CH:14][C:13]([O:16][CH3:17])=[C:12]([O:18][CH3:19])[CH:11]=1)[C:6]([O:8][CH3:9])=[O:7].[CH3:22][NH:23][CH2:24][CH2:25][C:26]1[CH:35]=[CH:34][C:29]([C:30]([O:32][CH3:33])=[O:31])=[CH:28][CH:27]=1>>[C:20]([C:5]([C:10]1[CH:15]=[CH:14][C:13]([O:16][CH3:17])=[C:12]([O:18][CH3:19])[CH:11]=1)([C:6]([O:8][CH3:9])=[O:7])[CH2:4][CH2:3][CH2:2][N:23]([CH3:22])[CH2:24][CH2:25][C:26]1[CH:35]=[CH:34][C:29]([C:30]([O:32][CH3:33])=[O:31])=[CH:28][CH:27]=1)#[N:21]. Reported procedure: Reaction of 1b with 2b produced 3i. MS found M+H=469. The oxalate salt of 3i was recrystallized from ethyl acetate; mp 80-83° C. Starting materials: N12CCCCCC2=NCCC1 (1,8- diazabicyclo[5.4.0]undec-7-ene), Cl (hydrochloric acid), O=C1OCCC1=CC1=C(C=CC=C1)S(=O)(=O)N (2-[(2-oxotetrahydro-3-furanylidene)methyl] benzenesulfonamide), COC1=NC(=NC(=C1)OC)NC(OC1=CC=CC=C1)=O ((4,6-dimethoxy-2-pyrimidinyl)carbamic acid, phenyl ester). Run in C(C)#N (acetonitrile), O (water). Run at time 30 minute. Product: COC1=NC(=NC(=C1)OC)NC(=O)NS(=O)(=O)C1=C(C=CC=C1)C=C1C(OCC1)=O (N-[(4,6-Dimethoxypyrimidin-2-yl)-aminocarbonyl]-2-[(2-oxotetrahydro-3-furanylidene)methyl]benzenesulfonamide). The yield is 57.5%. Reaction SMILES: [O:1]=[C:2]1[C:6](=[CH:7][C:8]2[CH:13]=[CH:12][CH:11]=[CH:10][C:9]=2[S:14]([NH2:17])(=[O:16])=[O:15])[CH2:5][CH2:4][O:3]1.[CH3:18][O:19][C:20]1[CH:25]=[C:24]([O:26][CH3:27])[N:23]=[C:22]([NH:28][C:29](=O)[O:30]C2C=CC=CC=2)[N:21]=1.N12CCCN=C1CCCCC2.Cl>C(#N)C.O>[CH3:27][O:26][C:24]1[CH:25]=[C:20]([O:19][CH3:18])[N:21]=[C:22]([NH:28][C:29]([NH:17][S:14]([C:9]2[CH:10]=[CH:11][CH:12]=[CH:13][C:8]=2[CH:7]=[C:6]2[CH2:5][CH2:4][O:3][C:2]2=[O:1])(=[O:15])=[O:16])=[O:30])[N:23]=1. Reported procedure: To a stirred suspension of 0.09 g (0.0004 mol) of the product of Example 3 and 0.15 g (0.0005 mol) of (4,6-dimethoxy-2-pyrimidinyl)carbamic acid, phenyl ester in 1 mL dry acetonitrile under nitrogen was added dropwise 0.08 mL (0.08 g, 0.0005 mol) of 1,8- diazabicyclo[5.4.0]undec-7-ene. The mixture was stirred at room temperature for 30 min and was then diluted with water and acidified with 1N aqueous hydrochloric acid. The resulting precipitate was collected by filtration and washed well with wa...